Dataset: the Open Reaction Database (ORD), a public repository of structured organic reaction records. Task: describe an organic reaction: reactants, conditions, products, and yield As a reaction SMILES: [C:1]([C:5]1[CH:10]=[CH:9][CH:8]=[CH:7][CH:6]=1)(=[O:4])[CH2:2][CH3:3].N1[CH2:15][CH2:14][CH2:13][C:12]1=[O:16].[CH2:17]1[CH2:22]NC(=O)[CH2:18]1.[Br:23][Br-]Br.[O:26]1[CH2:30]CCC1>>[Br:23][CH:2]([CH3:3])[C:1]([C:5]1[CH:10]=[CH:9][C:8]([O:16][CH2:12][C:13]2[CH:18]=[CH:17][CH:22]=[CH:15][CH:14]=2)=[C:7]([CH2:30][OH:26])[CH:6]=1)=[O:4] |f:2.3|. The reactants are C(CC)(=O)C1=CC=CC=C1 (propiophenone), O1CCCC1 (tetrahydrofuran), N1C(CCC1)=O (pyrrolidinone), pyrrolidinone hydrotribromide. Product: BrC(C(=O)C1=CC(=C(C=C1)OCC1=CC=CC=C1)CO)C (2-Bromo-4'-benzyloxy-3'-hydroxymethylpropiophenone). Procedure details: 200 ml of tetrahydrofuran and 6 g of the previously prepared propiophenone are placed in a 500 ml conical flask. 2.07 g (1.84 ml) of pyrrolidinone and 12.05 g of pyrrolidinone hydrotribromide are added and the mixture is heated under reflux for one hour. A whitish precipitate forms and is filtered off, the filtrate is evaporated to dryness, the residual oil is taken up in chloroform and the organic phase thus obtained is washed, dried and evaporated and the residue crystallized from a mixture of... Starting materials: ClC1=NN2C(C(=CC=C2)C2=CC=C(C=C2)S(=O)(=O)C)=N1 (2-chloro-8-(4-methanesulfonyl-phenyl)-[1,2,4]triazolo[1,5-a]pyridine), CN1CCN(CC1)C1=NC(=CN=C1)N (4-methyl-3,4,5,6-tetrahydro-2H-[1,2′]bipyrazinyl-6′-ylamine). Product: CS(=O)(=O)C1=CC=C(C=C1)C=1C=2N(C=CC1)N=C(N2)NC2=CN=CC(=N2)N2CCN(CC2)C ([8-(4-Methanesulfonyl-phenyl)-[1,2,4]triazolo[1,5-a]pyridin-2-yl]-(4-methyl-3,4,5,6-tetrahydro-2H-[1,2′]bipyrazinyl-6′-yl)-amine), foam. Isolated yield 14.2%. RXN SMILES: Cl[C:2]1[N:20]=[C:5]2[C:6]([C:10]3[CH:15]=[CH:14][C:13]([S:16]([CH3:19])(=[O:18])=[O:17])=[CH:12][CH:11]=3)=[CH:7][CH:8]=[CH:9][N:4]2[N:3]=1.[CH3:21][N:22]1[CH2:27][CH2:26][N:25]([C:28]2[CH:33]=[N:32][CH:31]=[C:30]([NH2:34])[N:29]=2)[CH2:24][CH2:23]1>>[CH3:19][S:16]([C:13]1[CH:14]=[CH:15][C:10]([C:6]2[C:5]3[N:4]([N:3]=[C:2]([NH:34][C:30]4[N:29]=[C:28]([N:25]5[CH2:26][CH2:27][N:22]([CH3:21])[CH2:23][CH2:24]5)[CH:33]=[N:32][CH:31]=4)[N:20]=3)[CH:9]=[CH:8][CH:7]=2)=[CH:11][CH:12]=1)(=[O:18])=[O:17]. Procedure: [8-(4-Methanesulfonyl-phenyl)-[1,2,4]triazolo[1,5-a]pyridin-2-yl]-(4-methyl-3,4,5,6-tetrahydro-2H-[1,2′]bipyrazinyl-6′-yl)-amine was prepared from 2-chloro-8-(4-methanesulfonyl-phenyl)-[1,2,4]triazolo[1,5-a]pyridine (133 mg, 0.434 mmol) and 4-methyl-3,4,5,6-tetrahydro-2H-[1,2′]bipyrazinyl-6′-ylamine (92.159 mg, 0.47689 mmol) in a manner analogous to Example 2d. Product isolated as an off-white foam (28.64 mg, 14.2%). 1H NMR (400 MHz, (D3C)2SO, δ, ppm): 10.07 (s, 1H), 8.91 (d, J=6.6 Hz, 1H), 8.59... Starting materials: C(C)(C)C1=C(C(=CC=C1)C(C)C)N1C(=NC=C1)C=1C=C(C=C(C1)C)O (3-(1-(2,6-diisopropylphenyl)-1H-imidazol-2-yl)-5-methylphenol), BrC=1C=C(C=CC1)C=1N(C=CN1)C1=C(C=CC=C1C(C)C)C(C)C (2-(3-bromophenyl)-1-(2,6-diisopropylphenyl)-1H-imidazole), N1=C(C=CC=C1)C(=O)O (picolinic acid), O.[O-]P(=O)([O-])[O-].[K+].[K+].[K+] (potassium phosphate tribasic monohydrate). The reagents and catalysts are [Cu]I (copper(I) iodide). The solvent is CS(=O)C (DMSO). Reaction conditions: temperature 200 celsius. Yields the product C(C)(C)C1=C(C(=CC=C1)C(C)C)N1C(=NC=C1)C1=CC(=CC=C1)OC1=CC(=CC(=C1)C)C=1N(C=CN1)C1=C(C=CC=C1C(C)C)C(C)C (1-(2,6-diisopropylphenyl)-2-(3-(3-(1-(2,6-diisopropylphenyl)-1H-imidazol-2-yl)-5-methylphenoxy)phenyl)-1H-imidazole). Reaction SMILES: [CH:1]([C:4]1[CH:9]=[CH:8][CH:7]=[C:6]([CH:10]([CH3:12])[CH3:11])[C:5]=1[N:13]1[CH:17]=[CH:16][N:15]=[C:14]1[C:18]1[CH:19]=[C:20]([OH:25])[CH:21]=[C:22]([CH3:24])[CH:23]=1)([CH3:3])[CH3:2].Br[C:27]1[CH:28]=[C:29]([C:33]2[N:34]([C:38]3[C:43]([CH:44]([CH3:46])[CH3:45])=[CH:42][CH:41]=[CH:40][C:39]=3[CH:47]([CH3:49])[CH3:48])[CH:35]=[CH:36][N:37]=2)[CH:30]=[CH:31][CH:32]=1.N1C=CC=CC=1C(O)=O.O.[O-]P([O-])([O-])=O.[K+].[K+].[K+]>[Cu]I.CS(C)=O>[CH:44]([C:43]1[CH:42]=[CH:41][CH:40]=[C:39]([CH:47]([CH3:49])[CH3:48])[C:38]=1[N:34]1[CH:35]=[CH:36][N:37]=[C:33]1[C:29]1[CH:28]=[CH:27][CH:32]=[C:31]([O:25][C:20]2[CH:21]=[C:22]([CH3:24])[CH:23]=[C:18]([C:14]3[N:13]([C:5]4[C:6]([CH:10]([CH3:12])[CH3:11])=[CH:7][CH:8]=[CH:9][C:4]=4[CH:1]([CH3:2])[CH3:3])[CH:17]=[CH:16][N:15]=3)[CH:19]=2)[CH:30]=1)([CH3:45])[CH3:46] |f:3.4.5.6.7|. Reported procedure: To a 300 mL 3-neck round bottom flask was added 3-(1-(2,6-diisopropylphenyl)-1H-imidazol-2-yl)-5-methylphenol (2.5 g, 7.47 mmol), 2-(3-bromophenyl)-1-(2,6-diisopropylphenyl)-1H-imidazole (3.15 g, 8.22 mmol), picolinic acid (1.380 g, 11.21 mmol), copper(I) iodide (0.427 g, 2.242 mmol), potassium phosphate tribasic monohydrate (6.02 g, 26.2 mmol), 100 mL DMSO. Nitrogen was bubbled directly into the mixture and then was heated to 200° C. overnight under nitrogen. The reaction mixture was diluted wi... Starting materials: C(C)(=O)NC1=NC=C(C=N1)Cl (2-acetamido-5-chloropyrimidine), Cl.CC(CCl)CN(C)C (2-methyl-3-dimethylaminopropyl chloride hydrochloride). Yields the product CC(CNC1=NC=C(C=N1)Cl)CN(C)C (2-(2-methyl-3-dimethylamino-propylamino)-5-chloropyrimidine). Reaction SMILES: C([NH:4][C:5]1[N:10]=[CH:9][C:8]([Cl:11])=[CH:7][N:6]=1)(=O)C.Cl.[CH3:13][CH:14]([CH2:17][N:18]([CH3:20])[CH3:19])[CH2:15]Cl>>[CH3:13][CH:14]([CH2:17][N:18]([CH3:20])[CH3:19])[CH2:15][NH:4][C:5]1[N:10]=[CH:9][C:8]([Cl:11])=[CH:7][N:6]=1 |f:1.2|. Procedure: Following the procedure of Example 1 part A using 2-acetamido-5-chloropyrimidine and 2-methyl-3-dimethylaminopropyl chloride hydrochloride, there is obtained 2-(2-methyl-3-dimethylamino-propylamino)-5-chloropyrimidine.